This data is from the Open Reaction Database (ORD), a public repository of structured organic reaction records. The task is: describe an organic reaction: reactants, conditions, products, and yield Reactants: COCCCOS(=O)(=O)c1ccc(C)cc1, CC1(C)Oc2ccc([N+](=O)[O-])cc2NC1=O, [H-], [Na+], CN(C)C=O, O. The product is COCCCN1C(=O)C(C)(C)Oc2ccc([N+](=O)[O-])cc21. RXN SMILES: [CH3:17][O:18][CH2:19][CH2:20][CH2:21][O:22][S:23]([c:24]1[cH:25][cH:26][c:27]([CH3:28])[cH:29][cH:30]1)(=[O:31])=[O:32].[CH3:1][C:2]1([CH3:16])[O:3][c:4]2[c:5]([cH:9][c:10]([N+:13](=[O:14])[O-:15])[cH:11][cH:12]2)[NH:6][C:7]1=[O:8].[H-:34].[Na+:33].[O:36]=[CH:37][N:38]([CH3:39])[CH3:40].[OH2:35]>>[CH3:1][C:2]1([CH3:16])[O:3][c:4]2[c:5]([cH:9][c:10]([N+:13](=[O:14])[O-:15])[cH:11][cH:12]2)[N:6]([CH2:21][CH2:20][CH2:19][O:18][CH3:17])[C:7]1=[O:8]. Starting materials: CC(=O)Nc1cnn(-c2ccc(OCCCN3CCCC3C)cc2)c1, [H-], CI, [Na+], C1CCOC1, O. Product: CC(=O)N(C)c1cnn(-c2ccc(OCCCN3CCCC3C)cc2)c1. As a reaction SMILES: [CH3:1][CH:2]1[N:3]([CH2:7][CH2:8][CH2:9][O:10][c:11]2[cH:12][cH:13][c:14](-[n:17]3[n:18][cH:19][c:20]([NH:22][C:23]([CH3:24])=[O:25])[cH:21]3)[cH:15][cH:16]2)[CH2:4][CH2:5][CH2:6]1.[H-:26].[I:28][CH3:29].[Na+:27].[O:30]1[CH2:31][CH2:32][CH2:33][CH2:34]1.[OH2:35]>>[CH3:1][CH:2]1[N:3]([CH2:7][CH2:8][CH2:9][O:10][c:11]2[cH:12][cH:13][c:14](-[n:17]3[n:18][cH:19][c:20]([N:22]([C:23]([CH3:24])=[O:25])[CH3:29])[cH:21]3)[cH:15][cH:16]2)[CH2:4][CH2:5][CH2:6]1. Reactants: F[B-](F)(F)F.C1(CCC(N1OC(=[N+](C)C)N(C)C)=O)=O (succinimidyl tetramethyluroniumtetrafluoroborate), C(C)(C)N(C(C)C)CC (N,N-diisopropylethylamine), C(CCCCCCCCCCCCCCC(=O)[O-])(=O)OC (Mono-methyl hexadecandioate). Run in C1CCOC1 (THF). Run at time 20 hour. Yields the product C(CCCCCCCCCCCCCCC(=O)ON1C(CCC1=O)=O)(=O)OC (methyl succinimidyl hexadecandioate). Isolated yield 96.8%. As a reaction SMILES: [C:1]([O:20][CH3:21])(=[O:19])[CH2:2][CH2:3][CH2:4][CH2:5][CH2:6][CH2:7][CH2:8][CH2:9][CH2:10][CH2:11][CH2:12][CH2:13][CH2:14][CH2:15][C:16]([O-:18])=[O:17].F[B-](F)(F)F.[C:27]1(=[O:41])[N:31](OC(N(C)C)=[N+](C)C)[C:30](=[O:40])[CH2:29][CH2:28]1.C(N(CC)C(C)C)(C)C>C1COCC1>[C:1]([O:20][CH3:21])(=[O:19])[CH2:2][CH2:3][CH2:4][CH2:5][CH2:6][CH2:7][CH2:8][CH2:9][CH2:10][CH2:11][CH2:12][CH2:13][CH2:14][CH2:15][C:16]([O:18][N:31]1[C:27](=[O:41])[CH2:28][CH2:29][C:30]1=[O:40])=[O:17] |f:1.2|. Procedure details: Mono-methyl hexadecandioate (275 mg, 0.91 mmol) was dissolved in THF (3 ml) and treated with succinimidyl tetramethyluroniumtetrafluoroborate (331 mg, 1.1 mmol) and N,N-diisopropylethylamine (188 μL, 1.1 mmol), and the mixture was stirred for 20 hours. The solvent was removed in vacuo, and the residue was dissolved in ethyl acetate and washed with 0.1 M HCl (twice) and water. The organic phase was dried over MgSO4, filtered and evaporated in vacuo to give 350 mg (96%) of methyl succinimidyl hexa... The reactants are [BH4-].[Na+] (Sodium borohydride), COC1=CC=C(OC=2C=C(C=O)C=CC2)C=C1 (3-[(4-methoxy)phenoxy]benzaldehyde). Solvent: C(C)O (ethanol). Product: COC1=CC=C(OC=2C=C(CO)C=CC2)C=C1 (3-[(4-methoxy)phenoxy]benzyl alcohol). Isolated yield 81.1%. Reaction SMILES: [BH4-].[Na+].[CH3:3][O:4][C:5]1[CH:19]=[CH:18][C:8]([O:9][C:10]2[CH:11]=[C:12]([CH:15]=[CH:16][CH:17]=2)[CH:13]=[O:14])=[CH:7][CH:6]=1>C(O)C>[CH3:3][O:4][C:5]1[CH:19]=[CH:18][C:8]([O:9][C:10]2[CH:11]=[C:12]([CH:15]=[CH:16][CH:17]=2)[CH2:13][OH:14])=[CH:7][CH:6]=1 |f:0.1|. Procedure details: Sodium borohydride (158 mg, 4.18 mmol) was added to a solution of 3-[(4-methoxy)phenoxy]benzaldehyde (573 mg, 2.51 mmol) in ethanol (10 ml) with stirring under ice cooling, and the mixture was stirred at room temperature for 25 min. The solvent was distilled off from the reaction mixture, and the residue was diluted with ethyl acetate, washed with water and brine in turn and dried. The solvent was distilled off and the residue was purified by column chromatography on silica gel (chloroform/ethyl... The reactants are C(C(O)C)(=O)O (lactic acid), C(C(O)C)(=O)O (lactic acid), [OH-].[Ca+2].[OH-] (Calcium hydroxide), [O-2].[Ca+2] (calcium oxide). Product: C(C(O)C)(=O)[O-].[Ca+2].C(C(O)C)(=O)[O-] (Calcium Lactate). Reaction SMILES: [C:1]([OH:6])(=[O:5])[CH:2]([CH3:4])[OH:3].[OH-].[Ca+2:8].[OH-].[O-2].[Ca+2]>>[C:1]([O-:6])(=[O:5])[CH:2]([CH3:4])[OH:3].[Ca+2:8].[C:1]([O-:6])(=[O:5])[CH:2]([CH3:4])[OH:3] |f:1.2.3,4.5,6.7.8|. Reported procedure: Feed grade (80%) lactic acid in the amount of 35 g is divided into three equal fractions. Calcium hydroxide, 10.153 g, and 0.946 g of calcium oxide are combined, mixed, and divided into three equal fractions. The first fraction of lactic acid is added to 20 g of almond shell meal while stirring. Then, the first fraction of the combined base mixture is slowly added while stirring. The temperature of the mixture is observed to increase and water starts evaporating. When the product appeared to be ... Starting materials: COP(=O)(NC1C(=O)N2C(C(=O)OCc3ccc([N+](=O)[O-])cc3)=C(C)CSC12)OC, CCOC(C)=O, C1CCN(C(N2CCCCC2)N2CCCCC2)CC1. Yields the product COP(=O)(NC1C(=O)N2C(C(=O)OCc3ccc([N+](=O)[O-])cc3)=C(C=CN3CCCCC3)CSC12)OC. RXN SMILES: [CH3:20][O:21][P:22](=[O:23])([O:24][CH3:25])[NH:26][CH:27]1[CH:28]2[S:29][CH2:30][C:31]([CH3:49])=[C:32]([C:36](=[O:37])[O:38][CH2:39][c:40]3[cH:41][cH:42][c:43]([N+:46](=[O:47])[O-:48])[cH:44][cH:45]3)[N:33]2[C:34]1=[O:35].[CH3:50][CH2:51][O:52][C:53](=[O:54])[CH3:55].[N:1]1([CH:7]([N:2]2[CH2:3][CH2:4][CH2:5][CH2:6][CH2:8]2)[N:14]2[CH2:15][CH2:16][CH2:17][CH2:18][CH2:19]2)[CH2:9][CH2:10][CH2:11][CH2:12][CH2:13]1>>[CH:7]([N:14]1[CH2:15][CH2:16][CH2:17][CH2:18][CH2:19]1)=[CH:49][C:31]1=[C:32]([C:36](=[O:37])[O:38][CH2:39][c:40]2[cH:41][cH:42][c:43]([N+:46](=[O:47])[O-:48])[cH:44][cH:45]2)[N:33]2[CH:28]([CH:27]([NH:26][P:22]([O:21][CH3:20])(=[O:23])[O:24][CH3:25])[C:34]2=[O:35])[S:29][CH2:30]1.